From a dataset of the Open Reaction Database (ORD), a public repository of structured organic reaction records. describe an organic reaction: reactants, conditions, products, and yield Starting materials: BrC1=CC(=C(C=C1)S(=O)(=O)Cl)OC(F)(F)F (4-Bromo-2-trifluoromethoxy-benzenesulfonyl chloride), C(CC)N (propylamine). Run in ClCCl (dichloromethane). Yields the product BrC1=CC(=C(C=C1)S(=O)(=O)NCCC)OC(F)(F)F (4-bromo-N-propyl-2-(trifluoromethoxy)benzenesulfonamide). Isolated yield 99.2%. RXN SMILES: [Br:1][C:2]1[CH:7]=[CH:6][C:5]([S:8](Cl)(=[O:10])=[O:9])=[C:4]([O:12][C:13]([F:16])([F:15])[F:14])[CH:3]=1.[CH2:17]([NH2:20])[CH2:18][CH3:19]>ClCCl>[Br:1][C:2]1[CH:7]=[CH:6][C:5]([S:8]([NH:20][CH2:17][CH2:18][CH3:19])(=[O:10])=[O:9])=[C:4]([O:12][C:13]([F:16])([F:15])[F:14])[CH:3]=1. Procedure: According to general procedure C, 4-Bromo-2-trifluoromethoxy-benzenesulfonyl chloride (0.35 g, 1.03 mmol) and propylamine (0.21 mL, 2.57 mmol) were stirred together with dry dichloromethane (5 mL) for 16 hours. 4-bromo-N-propyl-2-(trifluoromethoxy)benzenesulfonamide (0.37 g, 91%) was provided after purification. MS (ESI) m/z 362. HPLC purity 100.0% at 210-370 nm, 9.9 min.; the Xterra® RP18 column, 3.5μ, 150×4.6 mm column, 1.2 mL/min., 85/15-5/95 (ammonium formate buffer pH=3.5/ACN+MeOH) for 10 m... The reactants are CC1(C=2C=CC=CC2N2C3=C(C=C(C=C13)B(O)O)C=1C=CC=CC12)C (8,8-dimethyl-8H-indolo[3,2,1-de]acridine-6-boronic acid), BrC=1C(=C(C(=O)OCC)C=CC1C(=O)OCC)Br (diethyl dibromoterephthalate), C([O-])([O-])=O.[K+].[K+] (potassium carbonate), N#N (N2). The reagents and catalysts are C=1C=CC(=CC1)[P](C=2C=CC=CC2)(C=3C=CC=CC3)[Pd]([P](C=4C=CC=CC4)(C=5C=CC=CC5)C=6C=CC=CC6)([P](C=7C=CC=CC7)(C=8C=CC=CC8)C=9C=CC=CC9)[P](C=1C=CC=CC1)(C=1C=CC=CC1)C=1C=CC=CC1 (Pd(PPh3)4). Run in C1(=CC=CC=C1)C (toluene), O (water), CCO (EtOH). Run at time 1 hour. The product is CC1(C=2C=CC=CC2N2C3=C(C=CC=C13)C=1C=CC(=CC12)C1=C(C(=O)OC)C=C(C(=C1)C(=O)OC)C1=CC2=C(C=C1)N1C3=C2C=CC=C3C(C=3C=CC=CC13)(C)C)C (Dimethyl 2-(8,8-dimethyl-8H-indolo[3,2,1-de]acridin-2-yl)-5-(8,8-dimethyl-8H-indolo[3,2,1-de]acridin-3-yl)terephthalate). RXN SMILES: [CH3:1][C:2]1([CH3:25])[C:15]2[C:10]3=[C:11]([C:19]4[CH:20]=[CH:21][CH:22]=[CH:23][C:24]=4[N:9]3[C:8]3[CH:7]=[CH:6][CH:5]=[CH:4][C:3]1=3)[CH:12]=[C:13](B(O)O)[CH:14]=2.Br[C:27]1[C:28](Br)=[C:29]([CH:35]=[CH:36][C:37]=1[C:38]([O:40][CH2:41]C)=[O:39])[C:30]([O:32][CH2:33]C)=[O:31].C(=O)([O-])[O-].[K+].[K+].N#N>C1(C)C=CC=CC=1.O.C1C=CC([P]([Pd]([P](C2C=CC=CC=2)(C2C=CC=CC=2)C2C=CC=CC=2)([P](C2C=CC=CC=2)(C2C=CC=CC=2)C2C=CC=CC=2)[P](C2C=CC=CC=2)(C2C=CC=CC=2)C2C=CC=CC=2)(C2C=CC=CC=2)C2C=CC=CC=2)=CC=1.CCO>[CH3:1][C:2]1([CH3:25])[C:15]2[C:10]3=[C:11]([C:19]4[CH:20]=[CH:21][C:22]([C:35]5[CH:36]=[C:37]([C:38]([O:40][CH3:41])=[O:39])[C:27]([C:21]6[CH:22]=[CH:23][C:24]7[N:9]8[C:8]9[CH:7]=[CH:6][CH:5]=[CH:4][C:3]=9[C:2]([CH3:25])([CH3:1])[C:15]9[C:10]8=[C:11]([CH:12]=[CH:13][CH:14]=9)[C:19]=7[CH:20]=6)=[CH:28][C:29]=5[C:30]([O:32][CH3:33])=[O:31])=[CH:23][C:24]=4[N:9]3[C:8]3[CH:7]=[CH:6][CH:5]=[CH:4][C:3]1=3)[CH:12]=[CH:13][CH:14]=2 |f:2.3.4,^1:63,65,84,103|. Reported procedure: 268 g (820 mol) of 8,8-dimethyl-8H-indolo[3,2,1-de]acridine-6-boronic acid, 180.4 g (474 mmol) of diethyl dibromoterephthalate and 315.9 g (2.29 mol) of potassium carbonate are initially introduced in a mixture of 850 ml of toluene and 850 ml of water and saturated with N2 for 30 min. After addition of 1.36 g (1.18 mmol) of Pd(PPh3)4, the mixture is heated at the boil for 4 h. After cooling to RT and addition of 400 ml of EtOH, the mixture is cooled to room temperature and stirred for 1 h, and t... Starting materials: IC=1C=C(C=CC1)O (3-iodophenol), C([O-])([O-])=O.[K+].[K+] (potassium carbonate), BrCC(=O)OC(C)(C)C (t-butyl bromoacetate), O (water). Solvent: CN(C=O)C (dimethylformamide). Conditions: time 1 hour. Product: IC=1C=C(OCC(=O)OC(C)(C)C)C=CC1 (t-butyl (3-iodophenoxy)acetate). Isolated yield 98.2%. RXN SMILES: [I:1][C:2]1[CH:3]=[C:4]([OH:8])[CH:5]=[CH:6][CH:7]=1.C(=O)([O-])[O-].[K+].[K+].Br[CH2:16][C:17]([O:19][C:20]([CH3:23])([CH3:22])[CH3:21])=[O:18].O>CN(C)C=O>[I:1][C:2]1[CH:3]=[C:4]([CH:5]=[CH:6][CH:7]=1)[O:8][CH2:16][C:17]([O:19][C:20]([CH3:23])([CH3:22])[CH3:21])=[O:18] |f:1.2.3|. Reported procedure: To a solution of 3-iodophenol (2.20 g, 10.0 mmol) in dimethylformamide (20 ml) were added potassium carbonate (2.07 g, 15.0 mmol) and t-butyl bromoacetate (1.62 ml, 11.0 mmol), and the mixture was stirred for 1 hour at room temperature. Thereto was added water and the mixture was extracted with ethyl acetate. The organic layer was washed with 10% aqueous citric acid solution, water, an aqueous saturated sodium hydrogencarbonate solution and an aqueous saturated sodium chloride solution in the or... The reactants are CCN(C(C)C)C(C)C, Cc1ccc2c(c1)CCCN2, O=C(O)c1cccnc1Oc1ccc(F)c(Cl)c1, O=S(Cl)Cl. Product: Cc1ccc2c(c1)CCCN2C(=O)c1cccnc1Oc1ccc(F)c(Cl)c1. Reaction SMILES: [CH2:23]([N:24]([CH:25]([CH3:26])[CH3:27])[CH:28]([CH3:29])[CH3:30])[CH3:31].[CH3:32][c:33]1[cH:34][c:35]2[c:40]([cH:41][cH:42]1)[NH:39][CH2:38][CH2:37][CH2:36]2.[Cl:1][c:2]1[cH:3][c:4]([O:5][c:6]2[c:7]([C:8](=[O:9])[OH:10])[cH:11][cH:12][cH:13][n:14]2)[cH:15][cH:16][c:17]1[F:18].[S:19]([Cl:20])([Cl:21])=[O:22]>>[Cl:1][c:2]1[cH:3][c:4]([O:5][c:6]2[c:7]([C:8](=[O:10])[N:39]3[CH2:38][CH2:37][CH2:36][c:35]4[cH:34][c:33]([CH3:32])[cH:42][cH:41][c:40]43)[cH:11][cH:12][cH:13][n:14]2)[cH:15][cH:16][c:17]1[F:18]. The reactants are NCC=1C=C(C=CC1)C=1C=C(C2=CC=CC=C2C1)C(=O)NC=1C=C(C=CC1F)/C=C/C(=O)OCC (Ethyl(2E)-3-{3[({3-[3-(aminomethyl)phenyl]naphthalen-1-yl}carbonyl)amino]-4-fluoro phenyl}prop-2-enoate), O[Li].O (LiOH.H2O). The product is NCC=1C=C(C=CC1)C=1C=C(C2=CC=CC=C2C1)C(=O)NC=1C=C(C=CC1F)/C=C/C(=O)O ((2E)-3-{3[({3-[3-(aminomethyl)phenyl]naphthalen-1-yl}carbonyl)amino]-4-fluorophenyl}prop-2-enoic acid). RXN SMILES: [NH2:1][CH2:2][C:3]1[CH:4]=[C:5]([C:9]2[CH:10]=[C:11]([C:19]([NH:21][C:22]3[CH:23]=[C:24](/[CH:29]=[CH:30]/[C:31]([O:33]CC)=[O:32])[CH:25]=[CH:26][C:27]=3[F:28])=[O:20])[C:12]3[C:17]([CH:18]=2)=[CH:16][CH:15]=[CH:14][CH:13]=3)[CH:6]=[CH:7][CH:8]=1.O[Li].O>>[NH2:1][CH2:2][C:3]1[CH:4]=[C:5]([C:9]2[CH:10]=[C:11]([C:19]([NH:21][C:22]3[CH:23]=[C:24](/[CH:29]=[CH:30]/[C:31]([OH:33])=[O:32])[CH:25]=[CH:26][C:27]=3[F:28])=[O:20])[C:12]3[C:17]([CH:18]=2)=[CH:16][CH:15]=[CH:14][CH:13]=3)[CH:6]=[CH:7][CH:8]=1 |f:1.2|. Reported procedure: Compound 17d was synthesized from 16d (1 g crude) and LiOH.H2O (8.94 mmol) using the procedure according to Method E described above. Reactants: [OH-].[Na+] (sodium hydroxide), Cl (hydrochloric acid), FC1=CC=C(CCN2CCC(CC2)N2CCC3=CC=C(C=C23)CO)C=C1 (1-[1-(4-fluorophenethyl)piperidin-4-yl]-6-hydroxymethylindoline), resultant mixture. The solvent is C(C)(=O)OCC (ethyl acetate). Product: FC1=CC=C(CCN2CCC(CC2)N2CCC3=CC=C(C=C23)CCl)C=C1 (1-[1-(4-fluorophenethyl)piperdin-4-yl]-6chloromethylindoline). The yield is 94.0%. RXN SMILES: [ClH:1].[F:2][C:3]1[CH:27]=[CH:26][C:6]([CH2:7][CH2:8][N:9]2[CH2:14][CH2:13][CH:12]([N:15]3[C:23]4[C:18](=[CH:19][CH:20]=[C:21]([CH2:24]O)[CH:22]=4)[CH2:17][CH2:16]3)[CH2:11][CH2:10]2)=[CH:5][CH:4]=1.[OH-].[Na+]>C(OCC)(=O)C>[F:2][C:3]1[CH:27]=[CH:26][C:6]([CH2:7][CH2:8][N:9]2[CH2:14][CH2:13][CH:12]([N:15]3[C:23]4[C:18](=[CH:19][CH:20]=[C:21]([CH2:24][Cl:1])[CH:22]=4)[CH2:17][CH2:16]3)[CH2:11][CH2:10]2)=[CH:5][CH:4]=1 |f:2.3|. Procedure details: Conc. hydrochloric acid (280 ml) was added to 1-[1-(4-fluorophenethyl)piperidin-4-yl]-6-hydroxymethylindoline (about 70 g) and the resultant mixture was stirred at 80° C. for a day. Under ice cooling, the reaction solution was neutralized with a conc. aqueous solution of sodium hydroxide followed by addition of ethyl acetate (200 ml). The resulting crystals were collected by filtration and dissolved in ethyl acetate (500 ml) and a 5 N aqueous solution (500 ml) of sodium hydroxide and the layers ... The reactants are BrC1=CC(=C(C(=O)NCC23CC4CC(CC(C2)C4)C3)C=C1)Cl (4-bromo-2-chloro-N-(tricyclo[3.3.1.13,7]dec-1-ylmethyl)-benzamide), C1=CC=C(C=C1)P(C2=CC=CC=C2)C3=C(C4=CC=CC=C4C=C3)C5=C(C=CC6=CC=CC=C65)P(C7=CC=CC=C7)C8=CC=CC=C8 ((R)-(+)-2,2′-bis(diphenylphosphino)-1,1′-binaphthyl), N1(CCNCCC1)C(=O)OC(C)(C)C (hexahydro-1H-1,4-diazepine-1-carboxylic acid, 1,1-dimethylethyl ester), C([O-])([O-])=O.[Cs+].[Cs+] (cesium carbonate). Reagents/catalysts: C(C)(=O)[O-].[Pd+2].C(C)(=O)[O-] (palladium (II) acetate). Solvent: C1(=CC=CC=C1)C (toluene). Run at time 3 hour. The product is Cl.ClC1=C(C(=O)NCC23CC4CC(CC(C2)C4)C3)C=CC(=C1)N1CCNCCC1 (2-Chloro-4-(hexahydro-1H-1,4-diazepin-1-yl)-N-(tricyclo[3.3.1.13,7]dec-1-ylmethyl)-benzamide, hydrochloride salt). Isolated yield 118.7%. Reaction SMILES: Br[C:2]1[CH:21]=[CH:20][C:5]([C:6]([NH:8][CH2:9][C:10]23[CH2:19][CH:14]4[CH2:15][CH:16]([CH2:18][CH:12]([CH2:13]4)[CH2:11]2)[CH2:17]3)=[O:7])=[C:4]([Cl:22])[CH:3]=1.[N:23]1(C(OC(C)(C)C)=O)[CH2:29][CH2:28][CH2:27][NH:26][CH2:25][CH2:24]1.C(=O)([O-])[O-].[Cs+].[Cs+].C1C=CC(P(C2C=CC3C(=CC=CC=3)C=2C2C3C(=CC=CC=3)C=CC=2P(C2C=CC=CC=2)C2C=CC=CC=2)C2C=CC=CC=2)=CC=1>C([O-])(=O)C.[Pd+2].C([O-])(=O)C.C1(C)C=CC=CC=1>[ClH:22].[Cl:22][C:4]1[CH:3]=[C:2]([N:23]2[CH2:29][CH2:28][CH2:27][NH:26][CH2:25][CH2:24]2)[CH:21]=[CH:20][C:5]=1[C:6]([NH:8][CH2:9][C:10]12[CH2:19][CH:14]3[CH2:15][CH:16]([CH2:18][CH:12]([CH2:13]3)[CH2:11]1)[CH2:17]2)=[O:7] |f:2.3.4,6.7.8,10.11|. Reported procedure: Prepared according to the method described in Example 41b from 4-bromo-2-chloro-N-(tricyclo[3.3.1.13,7]dec-1-ylmethyl)-benzamide (0.25 g, Example 41a), hexahydro-1H-1,4-diazepine-1-carboxylic acid, 1,1-dimethylethyl ester (0.182 g), cesium carbonate (0.347 g), (R)-(+)-2,2′-bis(diphenylphosphino)-1,1′-binaphthyl (0.036 g), palladium (II) acetate (0.009 g) and anhydrous toluene (3 ml). The residue was purified by HPLC eluting with a gradient of 0-5% ethanol in dichloromethane. The product was diss... Starting materials: C(C1=CC=CC=C1)N1C(CN(CC1)C1=C(C=C2C(C(=CN(C2=C1C)C1CC1)C(=O)O)=O)F)C (7-(4-benzyl-3-methyl-1-piperazinyl)-1-cyclopropyl-6-fluoro-8-methyl-1,4-dihydro-4-oxoquinoline-3-carboxylic acid). Reagents/catalysts: [Pd] (Pd-C). Run in C(C)(=O)O (acetic acid). Conditions: time 1 hour. The product is CC1CN(CCN1)C1=C(C=C2C(C(=CN(C2=C1C)C1CC1)C(=O)O)=O)F (7-(3-methyl-1-piperazinyl)-1-cyclopropyl-6-fluoro-8-methyl-1,4-dihydro-4-oxoquinoline-3-carboxylic acid). Yield: 66.7%. Reaction SMILES: C([N:8]1[CH2:13][CH2:12][N:11]([C:14]2[C:23]([CH3:24])=[C:22]3[C:17]([C:18](=[O:31])[C:19]([C:28]([OH:30])=[O:29])=[CH:20][N:21]3[CH:25]3[CH2:27][CH2:26]3)=[CH:16][C:15]=2[F:32])[CH2:10][CH:9]1[CH3:33])C1C=CC=CC=1>[Pd].C(O)(=O)C>[CH3:33][CH:9]1[NH:8][CH2:13][CH2:12][N:11]([C:14]2[C:23]([CH3:24])=[C:22]3[C:17]([C:18](=[O:31])[C:19]([C:28]([OH:30])=[O:29])=[CH:20][N:21]3[CH:25]3[CH2:26][CH2:27]3)=[CH:16][C:15]=2[F:32])[CH2:10]1. Procedure: To 7-(4-benzyl-3-methyl-1-piperazinyl)-1-cyclopropyl-6-fluoro-8-methyl-1,4-dihydro-4-oxoquinoline-3-carboxylic acid (0.30 g) are added acetic acid (10 ml) and 10% Pd-C (50 mg), and the mixture is subjected to catalytic reduction at 70° C. under atmospheric pressure for one hour. After the catalytic reduction, the reaction mixture is cooled and the catalyst is removed by filtration. The filtrate is concentrated, and to the residue is added water, and the mixture is adjusted to about pH 7.5 with s... Reactants: BrC1=CC=C(C=C1)C1(CCC(CC1)CCC)O (1-(4-bromophenyl)-4-propylcyclohexanol), C1(=CC=C(C=C1)S(=O)(=O)O)C (p-toluenesulfonic acid), O (water), O (water). Run in C1(=CC=CC=C1)C (toluene), C1(=CC=CC=C1)C (toluene). The product is BrC1=CC=C(C=C1)C1=CCC(CC1)CCC (1-bromo-4-(4-propylcyclohexa-1-enyl)benzene). Yield: 57.8%. RXN SMILES: [Br:1][C:2]1[CH:7]=[CH:6][C:5]([C:8]2(O)[CH2:13][CH2:12][CH:11]([CH2:14][CH2:15][CH3:16])[CH2:10][CH2:9]2)=[CH:4][CH:3]=1.C1(C)C=CC(S(O)(=O)=O)=CC=1.O>C1(C)C=CC=CC=1>[Br:1][C:2]1[CH:7]=[CH:6][C:5]([C:8]2[CH2:13][CH2:12][CH:11]([CH2:14][CH2:15][CH3:16])[CH2:10][CH:9]=2)=[CH:4][CH:3]=1. Procedure: 50.1 g of the compound (15), 0.5 g of p-toluenesulfonic acid and 200 mL of toluene were mixed, and the mixture was refluxed under heating for 3 hours while water distilled out was removed. After cooling the resulting reaction mixture to 30° C., 200 mL of water and 100 mL of toluene were added to and mixed with the reaction mixture, which was separated into an organic layer and an aqueous layer by standing still, so as to attain extraction to the organic layer. The resulting organic layer was fra...